From a dataset of the Open Reaction Database (ORD), a public repository of structured organic reaction records. describe an organic reaction: reactants, conditions, products, and yield The reactants are ClC1=C2C(=CC(=NC2=CC=C1)C)N1CCNCC1 (5-Chloro-2-methyl-4-(piperazin-1-yl)quinoline), FC1=CC=C(C=C1)N=C=O (4-fluorophenyl isocyanate), CCCCCC.CCOC(=O)C (hexane EtOAc). RXN SMILES: [Cl:1][C:2]1[CH:11]=[CH:10][CH:9]=[C:8]2[C:3]=1[C:4]([N:13]1[CH2:18][CH2:17][NH:16][CH2:15][CH2:14]1)=[CH:5][C:6]([CH3:12])=[N:7]2.[F:19][C:20]1[CH:25]=[CH:24][C:23]([N:26]=[C:27]=[O:28])=[CH:22][CH:21]=1.CCCCCC.CCOC(C)=O>CN(C1C=CN=CC=1)C.C(Cl)Cl>[Cl:1][C:2]1[CH:11]=[CH:10][CH:9]=[C:8]2[C:3]=1[C:4]([N:13]1[CH2:18][CH2:17][N:16]([C:27]([NH:26][C:23]3[CH:24]=[CH:25][C:20]([F:19])=[CH:21][CH:22]=3)=[O:28])[CH2:15][CH2:14]1)=[CH:5][C:6]([CH3:12])=[N:7]2 |f:2.3|. The product is ClC1=C2C(=CC(=NC2=CC=C1)C)N1CCN(CC1)C(=O)NC1=CC=C(C=C1)F (5-Chloro-4-[4-(4-fluorophenylaminocarbonyl)piperazin-1-yl]-2-methylquinoline). Reagents/catalysts: CN(C)C=1C=CN=CC1 (DMAP). Procedure: 5-Chloro-2-methyl-4-(piperazin-1-yl)quinoline (0.18 g, 0.7 mmol), 4-fluorophenyl isocyanate (91 μL, 0.8 mmol), and DMAP (5 mg) in CH2Cl2 (10 mL) are reacted according to method C yielding the product as a colorless solid after column chromatography with hexane-EtOAc. Solvent: C(Cl)Cl (CH2Cl2). The reactants are FC(C(=O)OCC)(C(C(F)(F)F)(F)F)F (ethyl perfluorobutyrate), CNC (dimethylamine), amine. Conditions: temperature 60 celsius. Product: CN(C(C(C(C(F)(F)F)(F)F)(F)F)=O)C (N,N-Dimethyl Perfluorobutyramide). As a reaction SMILES: [F:1][C:2]([F:15])([C:8]([F:14])([F:13])[C:9]([F:12])([F:11])[F:10])[C:3](OCC)=[O:4].[CH3:16][NH:17][CH3:18]>>[CH3:16][N:17]([CH3:18])[C:3](=[O:4])[C:2]([F:15])([F:1])[C:8]([F:14])([F:13])[C:9]([F:12])([F:11])[F:10]. Procedure details: A 3-necked flask, equipped with magnetic stirrer, reflux condenser and gas inlet tube, was charged with 121 g (0.5 mole) of ethyl perfluorobutyrate. The contents of the flask were heated to 60° C. and a slow stream of dimethylamine was passed in. The reaction is exothermic and the gas flow rate was adjusted to keep the temperature in the range of 60°-70° C. without external heat. Gas flow was continued until the weight increase of the flask showed absorption of 22.5 g (0.5 mole) of the amine. Reactants: COC=1C=C(C(=O)Cl)C=C(C1OC)OC (3,4,5-trimethoxybenzoyl chloride), ClC=1C(=CC(NC1)=O)O (5-chloro-4-hydroxy-2-pyridone). Run in N1=CC=CC=C1 (pyridine). Run at time 2.5 hour. Product: ClC=1C(=CC(NC1)=O)OC(C1=CC(=C(C(=C1)OC)OC)OC)=O (5-chloro-4-(3,4,5-trimethoxybenzoyl-oxy)-2-pyridone). Yield: 34.0%. Reaction SMILES: [CH3:1][O:2][C:3]1[CH:4]=[C:5]([CH:9]=[C:10]([O:14][CH3:15])[C:11]=1[O:12][CH3:13])[C:6](Cl)=[O:7].[Cl:16][C:17]1[C:18]([OH:24])=[CH:19][C:20](=[O:23])[NH:21][CH:22]=1>N1C=CC=CC=1>[Cl:16][C:17]1[C:18]([O:24][C:6](=[O:7])[C:5]2[CH:4]=[C:3]([O:2][CH3:1])[C:11]([O:12][CH3:13])=[C:10]([O:14][CH3:15])[CH:9]=2)=[CH:19][C:20](=[O:23])[NH:21][CH:22]=1. Procedure: A 3.80 g quantity of 3,4,5-trimethoxybenzoyl chloride was added to a suspension of 2.00 g of 5-chloro-4-hydroxy-2-pyridone in 100 ml of pyridine, and the mixture was stirred at room temperature for 2.5 hours. The reaction mixture was concentrated and the concentrate was washed with ethyl acetate and water, thereby producing 1.60 g of the title compound in a yield of 34%. The reactants are [BH4-], C1CCOC1, CCCCC, Cc1ccc(C)n1-c1ccc(C(=O)CCl)cn1, [Na+], [Na+], [OH-]. The product is Cc1ccc(C)n1-c1ccc(C2CO2)cn1. As a reaction SMILES: [BH4-:18].[CH2:27]1[O:28][CH2:29][CH2:30][CH2:31]1.[CH3:22][CH2:23][CH2:24][CH2:25][CH3:26].[Cl:1][CH2:2][C:3](=[O:4])[c:5]1[cH:6][n:7][c:8](-[n:11]2[c:12]([CH3:17])[cH:13][cH:14][c:15]2[CH3:16])[cH:9][cH:10]1.[Na+:19].[Na+:21].[OH-:20]>>[CH2:2]1[CH:3]([c:5]2[cH:6][n:7][c:8](-[n:11]3[c:12]([CH3:17])[cH:13][cH:14][c:15]3[CH3:16])[cH:9][cH:10]2)[O:4]1.